Task: describe an organic reaction: reactants, conditions, products, and yield. Dataset: the Open Reaction Database (ORD), a public repository of structured organic reaction records Run at time 3 hour. Starting materials: C(C)OC(=O)[C@H]1[C@@H]2C[C@H]([C@]([C@H]12)(C(=O)OCC1=CC=CC=C1)N=[N+]=[N-])OCC=C ((1S,2R,3R,5R,6S)-3-allyloxy-2-azido-bicyclo[3.1.0]hexane-2,6-dicarboxylic acid 2-benzyl ester 6-ethyl ester), P(C)(C)C (Me3P). Reported procedure: To a solution of (1S,2R,3R,5R,6S)-3-allyloxy-2-azido-bicyclo[3.1.0]hexane-2,6-dicarboxylic acid 2-benzyl ester 6-ethyl ester (XXIII-2) (101 mg, 0.262 mmol) in THF (3.9 mL) and H2O (0.4 mL) was added Me3P (0.29 mL, 0.29 mmol, 1 M sol. in THF) and stirring was continued at 23° C. for 3 h. The reaction mixture was diluted with ether, washed with sat. NaHCO3 -sol., brine and dried over Na2SO4. The crude product was purified by silica gel column chromatography with hexane/EtOAc 1:1 (+small amount of ... As a reaction SMILES: [CH2:1]([O:3][C:4]([C@@H:6]1[C@@H:11]2[C@H:7]1[CH2:8][C@@H:9]([O:25][CH2:26][CH:27]=[CH2:28])[C@@:10]2([N:22]=[N+]=[N-])[C:12]([O:14][CH2:15][C:16]1[CH:21]=[CH:20][CH:19]=[CH:18][CH:17]=1)=[O:13])=[O:5])[CH3:2].P(C)(C)C>C1COCC1.O.CCOCC>[CH2:1]([O:3][C:4]([C@@H:6]1[C@@H:11]2[C@H:7]1[CH2:8][C@@H:9]([O:25][CH2:26][CH:27]=[CH2:28])[C@@:10]2([NH2:22])[C:12]([O:14][CH2:15][C:16]1[CH:17]=[CH:18][CH:19]=[CH:20][CH:21]=1)=[O:13])=[O:5])[CH3:2]. Yields the product C(C)OC(=O)[C@H]1[C@@H]2C[C@H]([C@]([C@H]12)(C(=O)OCC1=CC=CC=C1)N)OCC=C ((1S,2R,3R,5R,6S)-3-allyloxy-2-amino-bicyclo[3.1.0]hexane-2,6-dicarboxylic acid 2-benzyl ester 6-ethyl ester). Solvent: C1CCOC1 (THF), O (H2O), CCOCC (ether). The yield is 49.9%. Reactants: [OH-].[K+] (potassium hydroxide), Cl (HCl), C(C)(C)(C)O[AlH-](OC(C)(C)C)OC(C)(C)C.[Li+] (Lithium tri-tert-butoxyaluminohydride), C(=O)=O.CC(=O)C (dry ice acetone), O=C([C@H](C)NC(OCC1=CC=CC=C1)=O)C1=CC(=CC=C1)OC(F)(F)F (benzyl {(2S)-1-oxo-1-[3-(trifluoromethoxy)phenyl]propan-2-yl}carbamate). The solvent is CO (methanol), C1CCOC1 (THF), C(C)O (ethanol). Reaction conditions: time 10 minute. Product: C[C@@H]1NC(O[C@@H]1C1=CC(=CC=C1)OC(F)(F)F)=O ((4S,5R)-4-methyl-5-[3-(trifluoromethoxy)phenyl]-1,3-oxazolidin-2-one). As a reaction SMILES: C(O[AlH-](OC(C)(C)C)OC(C)(C)C)(C)(C)C.[Li+].C(=O)=O.CC(C)=O.O=[C:26]([C:40]1[CH:45]=[CH:44][CH:43]=[C:42]([O:46][C:47]([F:50])([F:49])[F:48])[CH:41]=1)[C@@H:27]([NH:29][C:30](=[O:39])[O:31]CC1C=CC=CC=1)[CH3:28].[OH-].[K+].Cl>C(O)C.CO.C1COCC1>[CH3:28][C@H:27]1[C@@H:26]([C:40]2[CH:45]=[CH:44][CH:43]=[C:42]([O:46][C:47]([F:48])([F:49])[F:50])[CH:41]=2)[O:31][C:30](=[O:39])[NH:29]1 |f:0.1,2.3,5.6|. Reported procedure: Lithium tri-tert-butoxyaluminohydride (13.78 g, 54.2 mmol) was added into a cold (dry ice/acetone bath) solution of benzyl {(2S)-1-oxo-1-[3-(trifluoromethoxy)phenyl]propan-2-yl}carbamate (3.98 g, 10.84 mmol) in ethanol (100 ml). LCMS indicated the reaction was completed in 10 min. The reaction was quenched by HCl (1N). The crude mixture was diluted w/ ethyl acetate and filtered through a bed of Celite® 521 (slow filtration). Volatiles were removed from the filtrate under reduced pressure. The re... Starting materials: [Br-], CCC[P+](c1ccccc1)(c1ccccc1)c1ccccc1, CC(C)(C)OC(=O)N1C(CC2CCCCC2)C(C=O)OC1(C)C, [NH2-], [Na], C1CCOC1. Product: CCC=CC1OC(C)(C)N(C(=O)OC(C)(C)C)C1CC1CCCCC1. As a reaction SMILES: [Br-:24].[CH2:25]([CH2:26][CH3:27])[P+:28]([c:29]1[cH:30][cH:31][cH:32][cH:33][cH:34]1)([c:35]1[cH:36][cH:37][cH:38][cH:39][cH:40]1)[c:41]1[cH:42][cH:43][cH:44][cH:45][cH:46]1.[CH:1]1([CH2:7][CH:8]2[N:9]([C:17](=[O:18])[O:19][C:20]([CH3:21])([CH3:22])[CH3:23])[C:10]([CH3:15])([CH3:16])[O:11][CH:12]2[CH:13]=[O:14])[CH2:2][CH2:3][CH2:4][CH2:5][CH2:6]1.[NH2-:48].[Na:47].[O:49]1[CH2:50][CH2:51][CH2:52][CH2:53]1>>[CH:1]1([CH2:7][CH:8]2[N:9]([C:17](=[O:18])[O:19][C:20]([CH3:21])([CH3:22])[CH3:23])[C:10]([CH3:15])([CH3:16])[O:11][CH:12]2[CH:13]=[CH:25][CH2:26][CH3:27])[CH2:2][CH2:3][CH2:4][CH2:5][CH2:6]1. The reactants are N12CCC(CC1)(CC2)C(C#N)(C2=CC=CC=C2)C2=CC=CC=C2 (1-azabicyclo[2.2.2]oct-4-yl(diphenyl)acetonitrile), BrCC (bromoethane). Run in 2CH3CN/3CHCl3. Yields the product [Br-].C(#N)C(C12CC[N+](CC1)(CC2)CC)(C2=CC=CC=C2)C2=CC=CC=C2 (4-[cyano(diphenyl)methyl]-1-ethyl-1-azoniabicyclo[2.2.2]octane bromide). Isolated yield 67.6%. Reaction SMILES: [N:1]12[CH2:8][CH2:7][C:4]([C:9]([C:18]3[CH:23]=[CH:22][CH:21]=[CH:20][CH:19]=3)([C:12]3[CH:17]=[CH:16][CH:15]=[CH:14][CH:13]=3)[C:10]#[N:11])([CH2:5][CH2:6]1)[CH2:3][CH2:2]2.[Br:24][CH2:25][CH3:26]>>[Br-:24].[C:10]([C:9]([C:18]1[CH:19]=[CH:20][CH:21]=[CH:22][CH:23]=1)([C:12]1[CH:13]=[CH:14][CH:15]=[CH:16][CH:17]=1)[C:4]12[CH2:5][CH2:6][N+:1]([CH2:25][CH3:26])([CH2:2][CH2:3]1)[CH2:8][CH2:7]2)#[N:11] |f:2.3|. Procedure: Following the general procedure outlined in Example 7, 1-azabicyclo[2.2.2]oct-4-yl(diphenyl)acetonitrile (0.0495 g, 0.164 mmol) and bromoethane (0.025 mL, 0.335 mmol) in 2CH3CN/3CHCl3 (4.0 mL) were reacted to give the desired product (0.0456 g, 68.1%). EI-MS m/z 331 (M+) Rt (1.80 min). The reactants are CC[O-], CCO, [Na+], CCOC(=O)c1cnn2c1CCC2, CCOC(=O)c1cc2n(n1)CCC2. The product is O=C(O)c1cc2n(n1)CCC2. As a reaction SMILES: [CH3:2][CH2:3][O-:4].[CH3:31][CH2:32][OH:33].[Na+:1].[n:18]1[n:19]2[c:23]([c:24]([C:25]([O:26][CH2:27][CH3:28])=[O:29])[cH:30]1)[CH2:22][CH2:21][CH2:20]2.[n:5]1[n:6]2[c:7]([cH:8][c:9]1[C:10](=[O:11])[O:12][CH2:13][CH3:14])[CH2:15][CH2:16][CH2:17]2>>[n:5]1[n:6]2[c:7]([cH:8][c:9]1[C:10](=[O:11])[OH:12])[CH2:15][CH2:16][CH2:17]2. The reactants are COC(=O)C1=NC=C(C=C1)C(F)F (5-difluoromethyl-pyridine-2-carboxylic acid methyl ester), [OH-].[Na+] (sodium hydroxide). Run in C(C)O (ethanol). Reaction conditions: time 5 hour. Product: FC(C=1C=CC(=NC1)C(=O)O)F (5-difluoromethyl-pyridine-2-carboxylic acid). As a reaction SMILES: C[O:2][C:3]([C:5]1[CH:10]=[CH:9][C:8]([CH:11]([F:13])[F:12])=[CH:7][N:6]=1)=[O:4].[OH-].[Na+]>C(O)C>[F:13][CH:11]([F:12])[C:8]1[CH:9]=[CH:10][C:5]([C:3]([OH:4])=[O:2])=[N:6][CH:7]=1 |f:1.2|. Reported procedure: A solution of 5-difluoromethyl-pyridine-2-carboxylic acid methyl ester (700 mg, 3.7 mmol) in ethanol (8.0 ml) was treated with a solution of sodium hydroxide (5M, 1.5 ml) at 0° C. Then the reaction mixture was allowed to attain room temperature and was stirred for 5 hours. For the workup, ethanol was removed at reduced pressure. The resulting solid was dissolved in water (5 ml) and the solution was washed with ethyl acetate (2×5 ml). The aqueous layer acidified with a solution of citric acid (10... Reactants: CC(CCC)N (1-methylbutylamine), COC=1C=C(C(=O)Cl)C=C(C1OCC#C)OC (3,5-dimethoxy-4-(2-propynyloxy)benzoyl chloride). Yields the product CC(CCC)NC(C1=CC(=C(C(=C1)OC)OCC#C)OC)=O (N-(1-methylbutyl)-3,5-dimethoxy-4-(2-propynyloxy)benzamide). As a reaction SMILES: [CH3:1][CH:2]([NH2:6])[CH2:3][CH2:4][CH3:5].[CH3:7][O:8][C:9]1[CH:10]=[C:11]([CH:15]=[C:16]([O:22][CH3:23])[C:17]=1[O:18][CH2:19][C:20]#[CH:21])[C:12](Cl)=[O:13]>>[CH3:1][CH:2]([NH:6][C:12](=[O:13])[C:11]1[CH:10]=[C:9]([O:8][CH3:7])[C:17]([O:18][CH2:19][C:20]#[CH:21])=[C:16]([O:22][CH3:23])[CH:15]=1)[CH2:3][CH2:4][CH3:5]. Reported procedure: According to the same method as that of Production Example 1, 1-methylbutylamine was used in place of 2,2-dimethylpropylamine, 3,5-dimethoxy-4-(2-propynyloxy)benzoyl chloride was used in place of 4-(2-propynyloxy)-3-methoxybenzoyl chloride to obtain N-(1-methylbutyl)-3,5-dimethoxy-4-(2-propynyloxy)benzamide (hereinafter, described as the compound 56 of the present invention) represented by the formula: Product: CCCCCC#CC(OC(C)=O)C1CCC(OC2CCCCO2)C1CCCCCCC(=O)O. RXN SMILES: [CH3:31][C:32](=[O:33])[O:34][C:35](=[O:36])[CH3:37].[OH:1][CH:2]([C:3]#[C:4][CH2:5][CH2:6][CH2:7][CH2:8][CH3:9])[CH:10]1[CH:11]([CH2:22][CH2:23][CH2:24][CH2:25][CH2:26][CH2:27][C:28](=[O:29])[OH:30])[CH:12]([O:15][CH:16]2[O:17][CH2:18][CH2:19][CH2:20][CH2:21]2)[CH2:13][CH2:14]1.[cH:38]1[cH:39][cH:40][n:41][cH:42][cH:43]1>>[O:1]([CH:2]([C:3]#[C:4][CH2:5][CH2:6][CH2:7][CH2:8][CH3:9])[CH:10]1[CH:11]([CH2:22][CH2:23][CH2:24][CH2:25][CH2:26][CH2:27][C:28](=[O:29])[OH:30])[CH:12]([O:15][CH:16]2[O:17][CH2:18][CH2:19][CH2:20][CH2:21]2)[CH2:13][CH2:14]1)[C:32]([CH3:31])=[O:33]. Starting materials: CC(=O)OC(C)=O, CCCCCC#CC(O)C1CCC(OC2CCCCO2)C1CCCCCCC(=O)O, c1ccncc1. Reaction SMILES: [Br:1]Br.[Cl:3][CH2:4][CH2:5][CH2:6][C:7]([C:9]1[CH:14]=[CH:13][C:12]([Cl:15])=[CH:11][CH:10]=1)=[O:8]>C(Cl)Cl>[Br:1][CH:6]([C:7]([C:9]1[CH:10]=[CH:11][C:12]([Cl:15])=[CH:13][CH:14]=1)=[O:8])[CH2:5][CH2:4][Cl:3]. The reactants are BrBr (bromine), ClCCCC(=O)C1=CC=C(C=C1)Cl (4-chlorophenyl 3-chloropropyl ketone). The yield is 88.2%. Run in C(Cl)Cl (methylene chloride), C(Cl)Cl (methylene chloride). Reported procedure: A solution of 358 g of bromine in 350 ml of methylene chloride is added dropwise to a solution of 483 g (2.23 mols) of 4-chlorophenyl 3-chloropropyl ketone in 1200 ml of methylene chloride at 20° C. Stirring is continued for one hour and the mixture is then evaporated down in vacuo. 300 ml of petroleum ether are added to the residue, and stirring is continued until crystallization is complete. The mixture is cooled to 10° C., and the precipitate is filtered off under suction. 582 g (88.3% of the... Yields the product BrC(CCCl)C(=O)C1=CC=C(C=C1)Cl (4-chlorophenyl 1-bromo-3-chloropropyl ketone). Reaction conditions: temperature 10 celsius, time 1 hour.